This data is from the Open Reaction Database (ORD), a public repository of structured organic reaction records. The task is: describe an organic reaction: reactants, conditions, products, and yield The reactants are BrC=1C=C2C(=NC1)NC=C2C(C)C2=C(C(=CC=C2Cl)F)Cl (5-bromo-3-[1-(2,6-dichloro-3-fluorophenyl)ethyl]-1H-pyrrolo[2,3-b]pyridine), C(C)(C)(C)OC(=O)N1CCC(=CC1)B1OC(C(O1)(C)C)(C)C (4-(4,4,5,5-tetramethyl-[1,3,2]dioxaborolan-2-yl)-3,6-dihydro-2H-pyridine-1-carboxylic acid tert-butyl ester), C([O-])([O-])=O.[K+].[K+] (potassium carbonate). The reagents and catalysts are C=1C=CC(=CC1)[P](C=2C=CC=CC2)(C=3C=CC=CC3)[Pd]([P](C=4C=CC=CC4)(C=5C=CC=CC5)C=6C=CC=CC6)([P](C=7C=CC=CC7)(C=8C=CC=CC8)C=9C=CC=CC9)[P](C=1C=CC=CC1)(C=1C=CC=CC1)C=1C=CC=CC1 (Pd(PPh3)4). The solvent is O1CCOCC1.O (dioxane H2O). Run at temperature 90 celsius. The product is ClC1=C(C(=CC=C1F)Cl)C(C)C1=CNC2=NC=C(C=C21)C=2CCNCC2 (3-[1-(2,6-Dichloro-3-fluorophenyl)-ethyl]-5-(1,2,3,6-tetrahydropyridin-4-yl)-1H-pyrrolo[2,3-b]pyridine). As a reaction SMILES: Br[C:2]1[CH:3]=[C:4]2[C:10]([CH:11]([C:13]3[C:18]([Cl:19])=[CH:17][CH:16]=[C:15]([F:20])[C:14]=3[Cl:21])[CH3:12])=[CH:9][NH:8][C:5]2=[N:6][CH:7]=1.C(OC([N:29]1[CH2:34][CH:33]=[C:32](B2OC(C)(C)C(C)(C)O2)[CH2:31][CH2:30]1)=O)(C)(C)C.C(=O)([O-])[O-].[K+].[K+]>C1C=CC([P]([Pd]([P](C2C=CC=CC=2)(C2C=CC=CC=2)C2C=CC=CC=2)([P](C2C=CC=CC=2)(C2C=CC=CC=2)C2C=CC=CC=2)[P](C2C=CC=CC=2)(C2C=CC=CC=2)C2C=CC=CC=2)(C2C=CC=CC=2)C2C=CC=CC=2)=CC=1.O1CCOCC1.O>[Cl:21][C:14]1[C:15]([F:20])=[CH:16][CH:17]=[C:18]([Cl:19])[C:13]=1[CH:11]([C:10]1[C:4]2[C:5](=[N:6][CH:7]=[C:2]([C:32]3[CH2:33][CH2:34][NH:29][CH2:30][CH:31]=3)[CH:3]=2)[NH:8][CH:9]=1)[CH3:12] |f:2.3.4,6.7,^1:53,55,74,93|. Reported procedure: A mixture of 5-bromo-3-[1-(2,6-dichloro-3-fluorophenyl)ethyl]-1H-pyrrolo[2,3-b]pyridine (60.0 mg, 0.155 mmol), 4-(4,4,5,5-tetramethyl-[1,3,2]dioxaborolan-2-yl)-3,6-dihydro-2H-pyridine-1-carboxylic acid tert-butyl ester (95.6 mg, 0.309 mmol), Pd(PPh3)4 (40 mg, 0.03 mmol), potassium carbonate (64.1 mg, 0.464 mmol) and 4:1 dioxane/H2O (10 mL) was heated to 90° C. for 2 h. The solution was loaded into an SCX cartridge, washed with MeOH (30 mL) and ejected with 2M NH3 in MeOH (10 mL). The filtrate wa... Reactants: C(C)(C)(C)OC(=O)N1CCC(CC1)NC(=O)OC (4-methoxycarbonylamino-piperidine-1-carboxylic acid tert-butyl ester), NC1CN(CCC1)C(=O)OC(C)(C)C ((rac)-3-amino-1-BOC-piperidine). Product: C(C)(C)(C)OC(=O)N1CC(CCC1)NC(=O)OC ((rac)-3-Methoxycarbonylamino-piperidine-1-carboxylic acid tert-butyl ester). RXN SMILES: [C:1]([O:5][C:6]([N:8]1[CH2:13][CH2:12][CH:11](NC(OC)=O)[CH2:10][CH2:9]1)=[O:7])([CH3:4])([CH3:3])[CH3:2].NC1CCC[N:22]([C:26]([O:28][C:29](C)(C)C)=[O:27])C1>>[C:1]([O:5][C:6]([N:8]1[CH2:9][CH2:10][CH2:11][CH:12]([NH:22][C:26]([O:28][CH3:29])=[O:27])[CH2:13]1)=[O:7])([CH3:2])([CH3:3])[CH3:4]. Procedure: In analogy to the procedure described for intermediate 38A, (rac)-3-amino-1-BOC-piperidine gave the title compound as off-white gum. MS: 258.9 (MH+). The reactants are Ice water, ClC=1C=CC2=C(C(=NC3=C(O2)C=CC=C3)N3CCNCC3)C1 (2-chloro-11-(1-piperazinyl)dibenz[b,f][1,4]oxazepine), ClC(=O)OCC (ethyl chloroformate), C([O-])([O-])=O.[K+].[K+] (potassium carbonate). Run in CN(C=O)C (N,N-dimethylformamide). Conditions: temperature 80 celsius, time 3 hour. The product is ClC=1C=CC2=C(C(=NC3=C(O2)C=CC=C3)N3CCN(CC3)C(=O)OCC)C1 (Ethyl 4-(2-Chlorodibenz[b,f][1,4]oxazepin-11-yl)-1-piperazinecarboxylate). The yield is 97.0%. Reaction SMILES: [Cl:1][C:2]1[CH:3]=[CH:4][C:5]2[O:11][C:10]3[CH:12]=[CH:13][CH:14]=[CH:15][C:9]=3[N:8]=[C:7]([N:16]3[CH2:21][CH2:20][NH:19][CH2:18][CH2:17]3)[C:6]=2[CH:22]=1.Cl[C:24]([O:26][CH2:27][CH3:28])=[O:25].C(=O)([O-])[O-].[K+].[K+]>CN(C)C=O>[Cl:1][C:2]1[CH:3]=[CH:4][C:5]2[O:11][C:10]3[CH:12]=[CH:13][CH:14]=[CH:15][C:9]=3[N:8]=[C:7]([N:16]3[CH2:21][CH2:20][N:19]([C:24]([O:26][CH2:27][CH3:28])=[O:25])[CH2:18][CH2:17]3)[C:6]=2[CH:22]=1 |f:2.3.4|. Procedure: A mixture of 2.20 g of 2-chloro-11-(1-piperazinyl)dibenz[b,f][1,4]oxazepine, 0.76 g of ethyl chloroformate and 0.97 g of potassium carbonate in 20 ml of N,N-dimethylformamide was stirred at 80° C. for 3 hrs. Ice water was added to the reaction mixture and extracted with ether. The etheral layer was washed with water, dried and concentrated. The residue was chromatographed on silica gel using a mixture of n-hexane and ethyl acetate (1:2) as eluents to give 2.62 g of colorless crystals, which were... The reactants are Br, CCOC(=O)N1C2CCC1CC(=C1c3ccccc3Oc3cc(C(=O)N(CC)CC)ccc31)C2, CC(=O)O, [Na+], [OH-]. Yields the product CCN(CC)C(=O)c1ccc2c(c1)Oc1ccccc1C2=C1CC2CCC(C1)N2. Reaction SMILES: [BrH:35].[CH2:1]([O:2][C:3](=[O:4])[N:6]1[CH:7]2[CH2:8][C:9](=[C:14]3[c:15]4[cH:16][cH:17][cH:18][cH:19][c:20]4[O:21][c:22]4[cH:23][c:24]([C:28]([N:29]([CH2:30][CH3:31])[CH2:32][CH3:33])=[O:34])[cH:25][cH:26][c:27]43)[CH2:10][CH:11]1[CH2:12][CH2:13]2)[CH3:5].[CH3:38][C:39](=[O:40])[OH:41].[Na+:37].[OH-:36]>>[NH:6]1[CH:7]2[CH2:8][C:9](=[C:14]3[c:15]4[cH:16][cH:17][cH:18][cH:19][c:20]4[O:21][c:22]4[cH:23][c:24]([C:28]([N:29]([CH2:30][CH3:31])[CH2:32][CH3:33])=[O:34])[cH:25][cH:26][c:27]43)[CH2:10][CH:11]1[CH2:12][CH2:13]2. Reactants: CCCCCN1C(=O)C2(COc3cc4c(cc32)OCO4)c2c(Br)cccc21, CC(C)(C)[O-], Cc1ccccc1, Nc1cccc(C(F)(F)F)c1, [Na+], O=C(C=Cc1ccccc1)C=Cc1ccccc1, O=C(C=Cc1ccccc1)C=Cc1ccccc1, O=C(C=Cc1ccccc1)C=Cc1ccccc1, [Pd], [Pd]. Yields the product CCCCCN1C(=O)C2(COc3cc4c(cc32)OCO4)c2c(Nc3cccc(C(F)(F)F)c3)cccc21. As a reaction SMILES: [Br:1][c:2]1[c:3]2[c:4]([cH:5][cH:6][cH:7]1)[N:8]([CH2:23][CH2:24][CH2:25][CH2:26][CH3:27])[C:9](=[O:22])[C:10]21[CH2:11][O:12][c:13]2[c:14]1[cH:15][c:16]1[c:17]([cH:21]2)[O:18][CH2:19][O:20]1.[CH3:39][C:40]([CH3:41])([O-:42])[CH3:43].[CH3:45][c:46]1[cH:47][cH:48][cH:49][cH:50][cH:51]1.[F:28][C:29]([c:30]1[cH:31][c:32]([NH2:33])[cH:34][cH:35][cH:36]1)([F:37])[F:38].[Na+:44].[O:54]=[C:55]([CH:56]=[CH:57][c:58]1[cH:59][cH:60][cH:61][cH:62][cH:63]1)[CH:64]=[CH:65][c:66]1[cH:67][cH:68][cH:69][cH:70][cH:71]1.[O:72]=[C:73]([CH:74]=[CH:75][c:76]1[cH:77][cH:78][cH:79][cH:80][cH:81]1)[CH:82]=[CH:83][c:84]1[cH:85][cH:86][cH:87][cH:88][cH:89]1.[O:90]=[C:91]([CH:92]=[CH:93][c:94]1[cH:95][cH:96][cH:97][cH:98][cH:99]1)[CH:100]=[CH:101][c:102]1[cH:103][cH:104][cH:105][cH:106][cH:107]1.[Pd:52].[Pd:53]>>[c:2]1([NH:33][c:32]2[cH:31][c:30]([C:29]([F:28])([F:37])[F:38])[cH:36][cH:35][cH:34]2)[c:3]2[c:4]([cH:5][cH:6][cH:7]1)[N:8]([CH2:23][CH2:24][CH2:25][CH2:26][CH3:27])[C:9](=[O:22])[C:10]21[CH2:11][O:12][c:13]2[c:14]1[cH:15][c:16]1[c:17]([cH:21]2)[O:18][CH2:19][O:20]1. Starting materials: 26C, C1(=CC=CC=C1)C(N1C(C(C2=CC=CC=C12)C1=CC2=C(CCO2)C=C1O)=O)C1=CC=CC=C1 (1-(diphenylmethyl)-3-(5-hydroxy-2,3-dihydro-1-benzofuran-6-yl)-1,3-dihydro-2H-indol-2-one), BrC=1C=CC(=C(C1)C1C(N(C2=CC=CC=C12)C(C1=CC=CC=C1)C1=CC=CC=C1)=O)O (3-(5-bromo-2-hydroxyphenyl)-1-(diphenylmethyl)-1,3-dihydro-2H-indol-2-one). Product: BrC=1C=CC(=C(C1)C1(C(N(C2=CC=CC=C12)C(C1=CC=CC=C1)C1=CC=CC=C1)=O)CO)O (3-(5-bromo-2-hydroxyphenyl)-1-(diphenylmethyl)-3-(hydroxymethyl)-1,3-dihydro-2H-indol-2-one). RXN SMILES: C1(C(C2C=CC=CC=2)N2C3C(=CC=CC=3)C(C3C(O)=CC4C[CH2:22][O:23]C=4C=3)C2=O)C=CC=CC=1.[Br:34][C:35]1[CH:36]=[CH:37][C:38]([OH:64])=[C:39]([CH:41]2[C:49]3[C:44](=[CH:45][CH:46]=[CH:47][CH:48]=3)[N:43]([CH:50]([C:57]3[CH:62]=[CH:61][CH:60]=[CH:59][CH:58]=3)[C:51]3[CH:56]=[CH:55][CH:54]=[CH:53][CH:52]=3)[C:42]2=[O:63])[CH:40]=1>>[Br:34][C:35]1[CH:36]=[CH:37][C:38]([OH:64])=[C:39]([C:41]2([CH2:22][OH:23])[C:49]3[C:44](=[CH:45][CH:46]=[CH:47][CH:48]=3)[N:43]([CH:50]([C:51]3[CH:56]=[CH:55][CH:54]=[CH:53][CH:52]=3)[C:57]3[CH:58]=[CH:59][CH:60]=[CH:61][CH:62]=3)[C:42]2=[O:63])[CH:40]=1. Reported procedure: Following the procedure as described in PREPARATION 26C, and making non-critical variations to replace 1-(diphenylmethyl)-3-(5-hydroxy-2,3-dihydro-1-benzofuran-6-yl)-1,3-dihydro-2H-indol-2-one with 3-(5-bromo-2-hydroxyphenyl)-1-(diphenylmethyl)-1,3-dihydro-2H-indol-2-one, the title compound was obtained: MS (ES+) m/z 500.4 (M+1), 502.4 (M+1).